This data is from the Open Reaction Database (ORD), a public repository of structured organic reaction records. The task is: describe an organic reaction: reactants, conditions, products, and yield Reactants: P(=O)(SCC1=NC(=NC(=C1)OCC)OCC)(OCC)SCCC (O-ethyl S-(2,6-diethoxy-4-pyrimidinylmethyl) S-(n-propyl) dithiophosphate), P12(=S)SP3(=S)SP(=S)(S1)SP(=S)(S2)S3 (phosphorus pentasulphide). Solvent: C1(=CC=CC=C1)C (toluene), C1(=CC=CC=C1)C (toluene). Yields the product P(=S)(SCC1=NC(=NC(=C1)OCC)OCC)(SCCC)OCC (O-ethyl S-(2,6-diethoxy-4-pyrimidinylmethyl) S-(n-propyl) trithiophosphate). RXN SMILES: [P:1]([S:20][CH2:21][CH2:22][CH3:23])([O:17][CH2:18][CH3:19])([S:3][CH2:4][C:5]1[CH:10]=[C:9]([O:11][CH2:12][CH3:13])[N:8]=[C:7]([O:14][CH2:15][CH3:16])[N:6]=1)=O.P12(SP3(SP(SP(S3)(S1)=S)(=S)S2)=S)=[S:25]>C1(C)C=CC=CC=1>[P:1]([O:17][CH2:18][CH3:19])([S:20][CH2:21][CH2:22][CH3:23])([S:3][CH2:4][C:5]1[CH:10]=[C:9]([O:11][CH2:12][CH3:13])[N:8]=[C:7]([O:14][CH2:15][CH3:16])[N:6]=1)=[S:25]. Procedure details: 2 g (0.053 mol) of O-ethyl S-(2,6-diethoxy-4-pyrimidinylmethyl) S-(n-propyl) dithiophosphate (see Example 2) and 0.3 g (0.0145 mol) of phosphorus pentasulphide in 10 ml of toluene are left at 60° C. for 16 hours. The mixture is then diluted with 50 ml of toluene and the solution is washed once with 0.5N hydrochloric acid and twice with saturated sodium chloride solution. The solvent is subsequently removed by evaporation under reduced pressure and the resulting crude product is purified by chrom...